Dataset: the Open Reaction Database (ORD), a public repository of structured organic reaction records. Task: describe an organic reaction: reactants, conditions, products, and yield Reactants: O=C(O)c1cnccn1, Nc1ccc2nccnc2c1. Reagents/catalysts: [B-](F)(F)(F)F.CN(C)C(=[N+](C)C)ON1C2=CC=CC=C2N=N1 (TBTU), CCN(C(C)C)C(C)C (DIPEA). Solvent: CN(C)C=O (DMF), CN(C)C=O (DMF), CN(C)C=O (DMF), CN(C)C=O (DMF), CN(C)C=O (DMF), CN(C)C=O (DMF). Run at temperature 25 celsius, time 2 hour. The product is O=C(Nc1ccc2nccnc2c1)c1cnccn1. The yield is 41.1%. Reaction SMILES: Nc1ccc2nccnc2c1.O=C(O)c1cnccn1.[B-](F)(F)(F)F.CN(C)C(=[N+](C)C)ON1C2=CC=CC=C2N=N1.CCN(C(C)C)C(C)C.CN(C)C=O>>O=C(Nc1ccc2nccnc2c1)c1cnccn1. The reactants are NC1=C2C(=NC=N1)N(N=C2I)C2=CC=[N+](C=C2)[O-] (4-(4-amino-3-iodo-1H-pyrazolo[3,4-d]pyrimidin-1-yl)-1-pyridiniumolate), COC1=C(C=CC(=C1)B1OC(C(O1)(C)C)(C)C)NC(=O)C=1N(C2=CC=CC=C2C1)C (N2-[2-methoxy-4-(4,4,5,5-tetramethyl-1,3,2-dioxaborolan-2-yl)phenyl]-1-methyl-1H-2-indolecarboxamide), C([O-])([O-])=O.[Na+].[Na+] (sodium carbonate). The reagents and catalysts are [Pd].C1(=CC=CC=C1)P(C1=CC=CC=C1)C1=CC=CC=C1.C1(=CC=CC=C1)P(C1=CC=CC=C1)C1=CC=CC=C1.C1(=CC=CC=C1)P(C1=CC=CC=C1)C1=CC=CC=C1.C1(=CC=CC=C1)P(C1=CC=CC=C1)C1=CC=CC=C1 (tetrakis(triphenylphosphine) palladium (0)). Solvent: C(OC)COC (dimethoxyethane), O (water). Conditions: time 18 hour. Yields the product NC1=C2C(=NC=N1)N(N=C2C2=CC(=C(C=C2)NC(=O)C=2N(C1=CC=CC=C1C2)C)OC)C2=CC=[N+](C=C2)[O-] (4-[4-amino-3-(3-methoxy-4-[(1-methyl-1H-2-indolyl)-carbonyl]aminophenyl)-1H-pyrazolo[3,4-d]pyrimidin-1-yl]-1-pyridiniumolate). The yield is 71.4%. As a reaction SMILES: [NH2:1][C:2]1[N:7]=[CH:6][N:5]=[C:4]2[N:8]([C:12]3[CH:17]=[CH:16][N+:15]([O-:18])=[CH:14][CH:13]=3)[N:9]=[C:10](I)[C:3]=12.[CH3:19][O:20][C:21]1[CH:26]=[C:25](B2OC(C)(C)C(C)(C)O2)[CH:24]=[CH:23][C:22]=1[NH:36][C:37]([C:39]1[N:40]([CH3:48])[C:41]2[C:46]([CH:47]=1)=[CH:45][CH:44]=[CH:43][CH:42]=2)=[O:38].C(=O)([O-])[O-].[Na+].[Na+]>C(COC)OC.O.[Pd].C1(P(C2C=CC=CC=2)C2C=CC=CC=2)C=CC=CC=1.C1(P(C2C=CC=CC=2)C2C=CC=CC=2)C=CC=CC=1.C1(P(C2C=CC=CC=2)C2C=CC=CC=2)C=CC=CC=1.C1(P(C2C=CC=CC=2)C2C=CC=CC=2)C=CC=CC=1>[NH2:1][C:2]1[N:7]=[CH:6][N:5]=[C:4]2[N:8]([C:12]3[CH:17]=[CH:16][N+:15]([O-:18])=[CH:14][CH:13]=3)[N:9]=[C:10]([C:25]3[CH:24]=[CH:23][C:22]([NH:36][C:37]([C:39]4[N:40]([CH3:48])[C:41]5[C:46]([CH:47]=4)=[CH:45][CH:44]=[CH:43][CH:42]=5)=[O:38])=[C:21]([O:20][CH3:19])[CH:26]=3)[C:3]=12 |f:2.3.4,7.8.9.10.11|. Procedure: A suspension of 4-(4-amino-3-iodo-1H-pyrazolo[3,4-d]pyrimidin-1-yl)-1-pyridiniumolate (0.500 g, 0.0014 mol) in dimethoxyethane (15 mL) and water (30 mL) was reacted with N2-[2-methoxy-4-(4,4,5,5-tetramethyl-1,3,2-dioxaborolan-2-yl)phenyl]-1-methyl-1H-2-indolecarboxamide (0.631 g, 0.00155 mol), sodium carbonate (0.374 g, 0.0035 mol) and tetrakis(triphenylphosphine) palladium (0) (0.163 g, 0.00014 mol) at 80° C. for 18 hours. The solid was filtered and washed with water. The solid was slurried in ... Reactants: O=C=NCc1ccccc1, CCO, CCOCC, O=C(O)CNC(=O)c1cccc([N+](=O)[O-])c1, [Pd]. Yields the product NC(=O)NCc1ccccc1. RXN SMILES: [CH2:20]([c:21]1[cH:22][cH:23][cH:24][cH:25][cH:26]1)[N:27]=[C:28]=[O:29].[CH3:17][CH2:18][OH:19].[CH3:31][CH2:32][O:33][CH2:34][CH3:35].[N+:1]([c:2]1[cH:3][c:4]([C:8]([NH:9][CH2:10][C:11]([OH:12])=[O:13])=[O:14])[cH:5][cH:6][cH:7]1)([O-:15])=[O:16].[Pd:30]>>[NH2:1][C:28]([NH:27][CH2:20][c:21]1[cH:22][cH:23][cH:24][cH:25][cH:26]1)=[O:29]. Starting materials: C1(=CC=CC=C1)OC(NC=1C(=NC(=C(C1)CC)C)OC)=O (Phenyl-N-(5-ethyl-2-methoxy-6-methylpyridin-3-yl)carbamate), OC1=C(C=CC(=C1)C)N1CCNCC1 (1-(2-hydroxy-4-methylphenyl)piperazine). Yields the product C(C)C=1C=C(C(=NC1C)OC)NC(=O)N1CCN(CC1)C1=C(C=C(C=C1)C)O (1[(5-ethyl-2-methoxy-6-methylpyridin-3-yl)aminocarbonyl]-4-(2-hydroxy-4-methylphenyl)piperazine). Isolated yield 52.0%. As a reaction SMILES: C1(O[C:8](=[O:21])[NH:9][C:10]2[C:11]([O:19][CH3:20])=[N:12][C:13]([CH3:18])=[C:14]([CH2:16][CH3:17])[CH:15]=2)C=CC=CC=1.[OH:22][C:23]1[CH:28]=[C:27]([CH3:29])[CH:26]=[CH:25][C:24]=1[N:30]1[CH2:35][CH2:34][NH:33][CH2:32][CH2:31]1>>[CH2:16]([C:14]1[CH:15]=[C:10]([NH:9][C:8]([N:33]2[CH2:32][CH2:31][N:30]([C:24]3[CH:25]=[CH:26][C:27]([CH3:29])=[CH:28][C:23]=3[OH:22])[CH2:35][CH2:34]2)=[O:21])[C:11]([O:19][CH3:20])=[N:12][C:13]=1[CH3:18])[CH3:17]. Procedure details: Phenyl-N-(5-ethyl-2-methoxy-6-methylpyridin-3-yl)carbamate and 1-(2-hydroxy-4-methylphenyl)piperazine were reacted by the same way with example 1 to obtain the titled compound. Reactants: [Li]CCCC (n-BuLi), S1CSCCC1 (1,3-Dithiane), C1(=CC=CC=C1)C(=O)CCC#C (but-3-ynyl phenyl ketone). Solvent: CCCCCC (hexane), O1CCCC1 (tetrahydrofuran). Conditions: time 1.25 hour. Product: OC(CCC#C)(C1=CC=CC=C1)C1SCCCS1 (2-(1-Hydroxy-1-phenylpent-4-ynyl)-1,3-dithiane). Yield: 75.0%. Reaction SMILES: [S:1]1[CH2:6][CH2:5][CH2:4][S:3][CH2:2]1.[Li]CCCC.[C:12]1([C:18]([CH2:20][CH2:21][C:22]#[CH:23])=[O:19])[CH:17]=[CH:16][CH:15]=[CH:14][CH:13]=1>O1CCCC1.CCCCCC>[OH:19][C:18]([CH:2]1[S:3][CH2:4][CH2:5][CH2:6][S:1]1)([C:12]1[CH:13]=[CH:14][CH:15]=[CH:16][CH:17]=1)[CH2:20][CH2:21][C:22]#[CH:23]. Procedure: 1,3-Dithiane (3.8 g, 31.6 mmol) was stirred in 120 mL of tetrahydrofuran at -40° C. under argon and 13.2 g (33 mmol) of 2.5M n-BuLi in hexane was added. After 10 minutes the temperature was adjusted to -20° C. and 1.25 hours later 2.27 g (14.36 mmol) of but-3-ynyl phenyl ketone was added as a solid. Stirring was continued for 20 minutes before placing in a freezer at -20° C. for 20 hours. The mixture was then poured onto water, the layers were separated, and the aqueous portion extracted with me... Reactants: C(C1=CC=CC=C1)OC(=O)N(C12CCC(CC1)(CC2)C(=O)ON2N=NC1=C2C=CC=C1)CC(=O)N1[C@@H](C[C@@H](C1)F)C#N ((2S,4S)-1-[[N-benzyloxycarbonyl-N-[4-(benzotriazol-1-yl)oxycarbonylbicyclo[2.2.2]oct-1-yl]amino]acetyl]-4-fluoropyrrolidine-2-carbonitrile), CN1CCNCC1 (4-methylpiperazine). Product: C(C1=CC=CC=C1)OC(=O)N(C12CCC(CC1)(CC2)C(=O)N2CCN(CC2)C)CC(=O)N2[C@@H](C[C@@H](C2)F)C#N ((2S,4S)-1-[[N-benzyloxycarbonyl-N-[4-(4-methylpiperazin-1-yl)carbonylbicyclo[2.2.2]oct-1-yl]amino]acetyl]-4-fluoropyrrolidine-2-carbonitrile). As a reaction SMILES: [CH2:1]([O:8][C:9]([N:11]([CH2:32][C:33]([N:35]1[CH2:39][C@@H:38]([F:40])[CH2:37][C@H:36]1[C:41]#[N:42])=[O:34])[C:12]12[CH2:19][CH2:18][C:15]([C:20](ON3C4C=CC=CC=4N=N3)=[O:21])([CH2:16][CH2:17]1)[CH2:14][CH2:13]2)=[O:10])[C:2]1[CH:7]=[CH:6][CH:5]=[CH:4][CH:3]=1.[CH3:43][N:44]1[CH2:49][CH2:48][NH:47][CH2:46][CH2:45]1>>[CH2:1]([O:8][C:9]([N:11]([CH2:32][C:33]([N:35]1[CH2:39][C@@H:38]([F:40])[CH2:37][C@H:36]1[C:41]#[N:42])=[O:34])[C:12]12[CH2:17][CH2:16][C:15]([C:20]([N:47]3[CH2:48][CH2:49][N:44]([CH3:43])[CH2:45][CH2:46]3)=[O:21])([CH2:14][CH2:13]1)[CH2:18][CH2:19]2)=[O:10])[C:2]1[CH:7]=[CH:6][CH:5]=[CH:4][CH:3]=1. Procedure: In a similar manner to Example 4, (2S,4S)-1-[[N-benzyloxycarbonyl-N-[4-(benzotriazol-1-yl)oxycarbonylbicyclo[2.2.2]oct-1-yl]amino]acetyl]-4-fluoropyrrolidine-2-carbonitrile (50.0 mg) and 4-methylpiperazine (14.5 μL) were used to obtain (2S,4S)-1-[[N-benzyloxycarbonyl-N-[4-(4-methylpiperazin-1-yl)carbonylbicyclo[2.2.2]oct-1-yl]amino]acetyl]-4-fluoropyrrolidine-2-carbonitrile (36.0 mg).